The task is: describe an organic reaction: reactants, conditions, products, and yield. This data is from the Open Reaction Database (ORD), a public repository of structured organic reaction records. Yields the product N=C(Cc1ccccc1-n1cnc2cnc3ccc(-c4ccccc4)cc3c21)NO. Reaction SMILES: [ClH:29].[NH2:30][OH:31].[Na+:32].[Na+:33].[O-:34][C:35](=[O:36])[O-:37].[O:38]=[CH:39][N:40]([CH3:41])[CH3:42].[OH2:43].[c:1]1(-[c:7]2[cH:8][c:9]3[c:10]4[c:11]([cH:12][n:13][c:14]3[cH:15][cH:16]2)[n:17][cH:18][n:19]4-[c:20]2[c:21]([CH2:26][C:27]#[N:28])[cH:22][cH:23][cH:24][cH:25]2)[cH:2][cH:3][cH:4][cH:5][cH:6]1>>[c:1]1(-[c:7]2[cH:8][c:9]3[c:10]4[c:11]([cH:12][n:13][c:14]3[cH:15][cH:16]2)[n:17][cH:18][n:19]4-[c:20]2[c:21]([CH2:26][C:27](=[NH:28])[NH:30][OH:31])[cH:22][cH:23][cH:24][cH:25]2)[cH:2][cH:3][cH:4][cH:5][cH:6]1. Reactants: Cl, NO, [Na+], [Na+], O=C([O-])[O-], CN(C)C=O, O, N#CCc1ccccc1-n1cnc2cnc3ccc(-c4ccccc4)cc3c21. Starting materials: OC1=C(C([C@](C2=CC=CC=C12)(CCC(C)C)C)=O)C1=NS(C2=C(N1)C=CC(=C2)NS(=O)(=O)C)(=O)=O (N-{3-[(4S)-1-hydroxy-4-methyl-4-(3-methylbutyl)-3-oxo-3,4-dihydronaphthalen-2-yl]-1,1-dioxido-4H-1,2,4-benzothiadiazin-7-yl}methanesulfonamide), [OH-].[Na+] (sodium hydroxide). Solvent: O (water). Conditions: temperature 25 celsius, time 1 hour. Product: C[C@]1(C(C(=C(C2=CC=CC=C12)[O-])C1=NS(C2=C(N1)C=CC(=C2)NS(=O)(=O)C)(=O)=O)=O)CCC(C)C.[Na+] (Sodium (4S)-4-methyl-4-(3-methylbutyl)-2-{7-[(methylsulfonyl)amino]-1,1-dioxido-4H-1,2,4-benzothiadiazin-3-yl}-3-oxo-3,4-dihydronaphthalen-1-olate). Isolated yield 79.0%. Reaction SMILES: [OH:1][C:2]1[C:11]2[C:6](=[CH:7][CH:8]=[CH:9][CH:10]=2)[C@:5]([CH3:17])([CH2:12][CH2:13][CH:14]([CH3:16])[CH3:15])[C:4](=[O:18])[C:3]=1[C:19]1[NH:24][C:23]2[CH:25]=[CH:26][C:27]([NH:29][S:30]([CH3:33])(=[O:32])=[O:31])=[CH:28][C:22]=2[S:21](=[O:35])(=[O:34])[N:20]=1.[OH-].[Na+:37]>O>[CH3:17][C@:5]1([CH2:12][CH2:13][CH:14]([CH3:16])[CH3:15])[C:6]2[C:11](=[CH:10][CH:9]=[CH:8][CH:7]=2)[C:2]([O-:1])=[C:3]([C:19]2[NH:24][C:23]3[CH:25]=[CH:26][C:27]([NH:29][S:30]([CH3:33])(=[O:32])=[O:31])=[CH:28][C:22]=3[S:21](=[O:35])(=[O:34])[N:20]=2)[C:4]1=[O:18].[Na+:37] |f:1.2,4.5|. Procedure details: A suspension of the product of Example 40I (2.12 g) in water (10 mL) and treated with 0.997N sodium hydroxide solution (0.969 mL, 0.966 mmol) and stirred at 25° C. for 1 hour. The solution was lyophilized to give the title compound (0.412 g, 79%). 1H NMR (300 MHz, DMSO-d6): δ ppm 0.46 (m, 1H) 0.69 (m, 6H) 0.80 (m, 1H) 1.29 (m, 1H) 1.38 (m, 3H) 1.72 (m, 1H) 2.14 (m, 1H) 2.90 (m, 3H) 7.34 (m, 6H) 8.05 (m, 1H) 15.42 (m, 1H). MS (ESI−) m/z 516 (M−H)−. Starting materials: NC=1C(=NC(=NC1NC1CCN(CC1)C(=O)OC(C)(C)C)C1=CC(=CC=C1)O)C(=O)OCC (Ethyl 5-amino-6-(1-(tert-butoxycarbonyl)piperidin-4-ylamino)-2-(3-hydroxyphenyl)pyrimidine-4-carboxylate), C1(CCCCC1)P(C1=C(C=CC=C1OC)OC)C1CCCCC1 (dicyclohexyl(2,6-dimethoxyphenyl)phosphine), P(=O)([O-])([O-])[O-].[K+].[K+].[K+] (potassium phosphate), NC=1C(=NC(=NC1NC1CCN(CC1)C(=O)OC(C)(C)C)Cl)C(=O)OCC (Ethyl 5-amino-6-(1-(tert-butoxycarbonyl)piperidin-4-ylamino)-2-chloropyrimidine-4-carboxylate), OC=1C=C(C=CC1)B(O)O (3-hydroxyphenyl boronic acid). The reagents and catalysts are C(C)(=O)[O-].[Pd+2].C(C)(=O)[O-] (palladium(II)acetate). Solvent: O (water), O1CCCC1 (tetrahydrofuran). The product is OC=1C=C(C=CC1)C1=NC(=C2NC(N(C2=N1)C1CCNCC1)=O)C(=O)N (2-(3-HYDROXYPHENYL)-8-OXO-9-(PIPERIDIN-4-YL)-8,9-DIHYDRO-7H-PURINE-6-CARBOXAMIDE). The yield is 40.0%. RXN SMILES: [NH2:1][C:2]1[C:3]([C:29](OCC)=[O:30])=[N:4][C:5]([C:22]2[CH:27]=[CH:26][CH:25]=[C:24]([OH:28])[CH:23]=2)=[N:6][C:7]=1[NH:8][CH:9]1[CH2:14][CH2:13][N:12](C(OC(C)(C)C)=O)[CH2:11][CH2:10]1.[NH2:34]C1C(C(OCC)=O)=NC(Cl)=NC=1NC1CCN(C(OC(C)(C)C)=O)CC1.[OH:61][C:62]1C=C(B(O)O)C=CC=1.P([O-])([O-])([O-])=O.[K+].[K+].[K+].C1(P(C2CCCCC2)C2C(OC)=CC=CC=2OC)CCCCC1>O1CCCC1.C([O-])(=O)C.[Pd+2].C([O-])(=O)C.O>[OH:28][C:24]1[CH:23]=[C:22]([C:5]2[N:6]=[C:7]3[C:2]([NH:1][C:62](=[O:61])[N:8]3[CH:9]3[CH2:14][CH2:13][NH:12][CH2:11][CH2:10]3)=[C:3]([C:29]([NH2:34])=[O:30])[N:4]=2)[CH:27]=[CH:26][CH:25]=1 |f:3.4.5.6,9.10.11|. Reported procedure: Ethyl 5-amino-6-(1-(tert-butoxycarbonyl)piperidin-4-ylamino)-2-(3-hydroxyphenyl)pyrimidine-4-carboxylate. Ethyl 5-amino-6-(1-(tert-butoxycarbonyl)piperidin-4-ylamino)-2-chloropyrimidine-4-carboxylate. (0.400 g, 1.00 mmol) 3-hydroxyphenyl boronic acid (0.207 g, 1.5 mmol), palladium(II)acetate (0.034 g, 0.15 mmol), potassium phosphate (0.430 g, 2.0 mmol) and dicyclohexyl(2,6-dimethoxyphenyl)phosphine (0.062 g, 0.15 mmol) were combined in tetrahydrofuran (6 mL) and water (0.6 ml) and reacted in the... Starting materials: [Cl-].[NH4+] (ammonium chloride), BrC=1C=C(C2=CC=CC=C2C1)C#N (3-bromonaphthalene-1-carbonitrile), B(OC(C)C)(OC(C)C)OC(C)C (triisopropyl borate), C(CCC)[Li] (n-butyl lithium). Solvent: O1CCCC1 (tetrahydrofuran). Run at time 8 hour. Product: C(#N)C1=CC(=CC2=CC=CC=C12)B(O)O (4-Cyano-2-naphthaleneboronic acid). The yield is 83.7%. As a reaction SMILES: Br[C:2]1[CH:3]=[C:4]([C:12]#[N:13])[C:5]2[C:10]([CH:11]=1)=[CH:9][CH:8]=[CH:7][CH:6]=2.[B:14](OC(C)C)([O:19]C(C)C)[O:15]C(C)C.C([Li])CCC.[Cl-].[NH4+]>O1CCCC1>[C:12]([C:4]1[C:5]2[C:10](=[CH:9][CH:8]=[CH:7][CH:6]=2)[CH:11]=[C:2]([B:14]([OH:19])[OH:15])[CH:3]=1)#[N:13] |f:3.4|. Procedure details: To a solution of 3-bromonaphthalene-1-carbonitrile (0.69 g) and triisopropyl borate (0.89 g) in tetrahydrofuran (10 mL) was added n-butyl lithium (1.6 mL, 2.63 mol/L heptane solution) at −78° C. under an argon atmosphere. After warming to room temperature, the mixture was stirred at room temperature overnight. To the reaction mixture was added a saturated ammonium chloride aqueous solution at room temperature, and the mixture was extracted with ethyl acetate. The organic layer was washed with a ... Reactants: C1(=CC=CC=C1)C(C[SiH](Cl)Cl)C (3-phenyl-1,1-dichloro-1-silabutane), C1=CCCCC1 (cyclohexene). The reagents and catalysts are [H+].[H+].Cl[Pt-2](Cl)(Cl)(Cl)(Cl)Cl (chloroplatinic acid). The solvent is C(C)(C)O (isopropanol). Run at time 3 hour. Yields the product C1(CCCCC1)[Si](CC(C)C1=CC=CC=C1)(Cl)Cl (1-cyclohexyl-1,1-dichloro-3-phenyl-1-silabutane). Isolated yield 91.0%. Reaction SMILES: [C:1]1([CH:7]([CH3:12])[CH2:8][SiH:9]([Cl:11])[Cl:10])[CH:6]=[CH:5][CH:4]=[CH:3][CH:2]=1.[CH:13]1[CH2:18][CH2:17][CH2:16][CH2:15][CH:14]=1>C(O)(C)C.[H+].[H+].Cl[Pt-2](Cl)(Cl)(Cl)(Cl)Cl>[CH:13]1([Si:9]([Cl:11])([Cl:10])[CH2:8][CH:7]([C:1]2[CH:6]=[CH:5][CH:4]=[CH:3][CH:2]=2)[CH3:12])[CH2:18][CH2:17][CH2:16][CH2:15][CH2:14]1 |f:3.4.5|. Procedure: In the same apparatus and procedures as EXAMPLE 1, 6.0 g (0.027 mole) of 3-phenyl-1,1-dichloro-1-silabutane, 4.1 g (0.05 mole) of cyclohexene, and 90 μl of 1% chloroplatinic acid in isopropanol were placed under the dry nitrogen atmosphere. The reactor was sealed and the solution was stirred for 3 hours. Vacuum distillation of the reaction products gave 7.4 g (bp, 157°-9° C./0.05 mmHg) of 1-cyclohexyl-1,1-dichloro-3-phenyl-1-silabutane. Conditions: time 15 minute. Solvent: C1CCOC1 (THF), CCCCCC (hexane), O1CCCC1 (tetrahydrofuran). Reaction SMILES: C[C:2]1(C)[CH2:7][CH2:6][CH2:5][C:4]([CH3:9])(C)[NH:3]1.C([Li])CCC.[N:16]1[CH:21]=[CH:20]C=C[C:17]=1[C:22]([OH:24])=O.[O:25]=C1CCN(C(OC(C)(C)C)=O)C1>CCCCCC.C1COCC1>[NH:16]1[CH2:21][CH2:20][C:22]2([C:5]3[C:4](=[N:3][CH:2]=[CH:7][CH:6]=3)[CH2:9][O:24]2)[C:17]1=[O:25]. Reported procedure: A solution of 2,2,6,6-tetramethyl-piperidine (0.820 mL, 0.00486 mol) in tetrahydrofuran (5 mL, 0.06 mol) at −75 Celsius was added to 1.600 M of n-butyllithium in hexane (4.05 mL). After the mixture was stirred for 15 min, a solution of 2-pyridinecarboxylic acid (199 mg, 0.00162 mmol) was added. The resulting mixture was stirred at −75 Celsius for 10 minutes, then at −20 Celsius for 30 minutes. A solution of tert-butyl 3-oxopyrrolidine-1-carboxylate (250 mg, 0.0013 mol) in THF (2 mL) was then add... Reactants: O=C1CN(CC1)C(=O)OC(C)(C)C (tert-butyl 3-oxopyrrolidine-1-carboxylate), CC1(NC(CCC1)(C)C)C (2,2,6,6-tetramethyl-piperidine), C(CCC)[Li] (n-butyllithium), N1=C(C=CC=C1)C(=O)O (2-pyridinecarboxylic acid). The product is N1C(C2(CC1)OCC1=NC=CC=C12)=O (7H-spiro[furo[3,4-b]pyridine-5,3′-pyrrolidin]-one). Starting materials: CC1(N=CC2=C3C(C(CC2C1=O)=O)=NC(=N3)C3=CC=C(C=C3)Cl)C (7,7-dimethyl-2-(4-chloro-phenyl)-5H,7H-imidazo[4,5-h]isoquinoline-4,6-dione), Br.C(C)N(CCCBr)CC (3-diethylamino-propyl bromide hydrobromide). The product is Cl.Cl.CC1(N=CC2=C3C(C(C(C2C1=O)CCCN(CC)CC)=O)=NC(=N3)C3=CC=C(C=C3)Cl)C (7,7-Dimethyl-2-(4-chloro-phenyl)-5-(3-diethylamino-propyl)-5H,7H-imidazo[4,5-h]isoquinoline-4,6-dione dihydrochloride). RXN SMILES: [CH3:1][C:2]1([CH3:24])[C:11](=[O:12])[CH:10]2[C:5](=[C:6]3[N:16]=[C:15]([C:17]4[CH:22]=[CH:21][C:20]([Cl:23])=[CH:19][CH:18]=4)[N:14]=[C:7]3[C:8](=[O:13])[CH2:9]2)[CH:4]=[N:3]1.Br.[CH2:26]([N:28]([CH2:33][CH3:34])[CH2:29][CH2:30][CH2:31]Br)[CH3:27]>>[ClH:23].[ClH:23].[CH3:1][C:2]1([CH3:24])[C:11](=[O:12])[CH:10]2[C:5](=[C:6]3[N:16]=[C:15]([C:17]4[CH:22]=[CH:21][C:20]([Cl:23])=[CH:19][CH:18]=4)[N:14]=[C:7]3[C:8](=[O:13])[CH:9]2[CH2:31][CH2:30][CH2:29][N:28]([CH2:33][CH3:34])[CH2:26][CH3:27])[CH:4]=[N:3]1 |f:1.2,3.4.5|. Reported procedure: Prepared analogous to Example 23 from 3.8 gm of 7,7-dimethyl-2-(4-chloro-phenyl)-5H,7H-imidazo[4,5-h]isoquinoline-4,6-dione and 3.1 gm of 3-diethylamino-propyl bromide hydrobromide.